From a dataset of the Open Reaction Database (ORD), a public repository of structured organic reaction records. describe an organic reaction: reactants, conditions, products, and yield The reactants are [OH-].[Na+] (NaOH), OC=1C=C2C(N(C=NC2=CC1)C=1C=C(C(=O)O)C=CC1C)=O (3-(6-hydroxy-4-oxoquinazolin-3(4H)-yl)-4-methylbenzoic acid), C(=O)([O-])[O-].[K+].[K+] (K2CO3), BrCCCl (1-bromo-2-chloroethane), Cl (HCl). The solvent is CN(C)C=O (DMF). Reaction conditions: temperature 50 celsius. Product: ClCCOC=1C=C2C(N(C=NC2=CC1)C=1C=C(C(=O)O)C=CC1C)=O (3-[6-(2-chloroethoxy)-4-oxoquinazolin-3(4H)-yl]-4-methylbenzoic acid). RXN SMILES: [OH:1][C:2]1[CH:3]=[C:4]2[C:9](=[CH:10][CH:11]=1)[N:8]=[CH:7][N:6]([C:12]1[CH:13]=[C:14]([CH:18]=[CH:19][C:20]=1[CH3:21])[C:15]([OH:17])=[O:16])[C:5]2=[O:22].C([O-])([O-])=O.[K+].[K+].Br[CH2:30][CH2:31][Cl:32].[OH-].[Na+].Cl>CN(C=O)C>[Cl:32][CH2:31][CH2:30][O:1][C:2]1[CH:3]=[C:4]2[C:9](=[CH:10][CH:11]=1)[N:8]=[CH:7][N:6]([C:12]1[CH:13]=[C:14]([CH:18]=[CH:19][C:20]=1[CH3:21])[C:15]([OH:17])=[O:16])[C:5]2=[O:22] |f:1.2.3,5.6|. Procedure: To a suspension of 3-(6-hydroxy-4-oxoquinazolin-3(4H)-yl)-4-methylbenzoic acid (7.2 g) in DMF (150 ml) was added K2CO3 (33 g) and 1-bromo-2-chloroethane (12 ml) and heated to 50° C. for 2 hours. 2N NaOH (24 ml) was added and the solution heated to 40° C. for a further 16 hours. The pH was adjusted to pH˜1 with 1N HCl and the resultant solid collected by filtration. The solid was washed with methylene chloride, methanol and dried in vacuo to yield 3-[6-(2-chloroethoxy)-4-oxoquinazolin-3(4H)-yl]-4...